From a dataset of the Open Reaction Database (ORD), a public repository of structured organic reaction records. describe an organic reaction: reactants, conditions, products, and yield Starting materials: [O-]S(=O)(=O)[O-].[Na+].[Na+] (Na2SO4), C(C)(C)C1=C(C(=O)Cl)C(=CC(=C1)C(C)C)C(C)C (2,4,6-triiso-propylbenzoyl chloride), [H-].[Al+3].[Li+].[H-].[H-].[H-] (lithium aluminum hydride). Solvent: CCOCC (ether), CCOCC (ether). Product: C(C)(C)C1=C(CO)C(=CC(=C1)C(C)C)C(C)C (2,4,6-Triisopropylbenzyl alcohol). As a reaction SMILES: [CH:1]([C:4]1[CH:12]=[C:11]([CH:13]([CH3:15])[CH3:14])[CH:10]=[C:9]([CH:16]([CH3:18])[CH3:17])[C:5]=1[C:6](Cl)=[O:7])([CH3:3])[CH3:2].[H-].[Al+3].[Li+].[H-].[H-].[H-].[O-]S([O-])(=O)=O.[Na+].[Na+]>CCOCC>[CH:16]([C:9]1[CH:10]=[C:11]([CH:13]([CH3:15])[CH3:14])[CH:12]=[C:4]([CH:1]([CH3:3])[CH3:2])[C:5]=1[CH2:6][OH:7])([CH3:18])[CH3:17] |f:1.2.3.4.5.6,7.8.9|. Reported procedure: A solution of commercially available 2,4,6-triiso-propylbenzoyl chloride (35 g, 131.2 mmol) in 400 mL ether was added slowly to a suspension of lithium aluminum hydride (LAH) (4.89 g, 131.2 mmol) in ether (300 mL) at -15° C. The mixture was slowly warmed to room temperature over 18 hours. Saturated Na2SO4 solution was added slowly and the ether layer was separated, dried over MgSO4, and evaporated to dryness. The compound was used in the next step without further purification; NMR (CDCl3):δ1.2-1...